Dataset: the Open Reaction Database (ORD), a public repository of structured organic reaction records. Task: describe an organic reaction: reactants, conditions, products, and yield Starting materials: O1CC(C1)C=O (oxetane-3-carbaldehyde), CC(C)(C)[S@](=O)N ((S)-2-methylpropane-2-sulfinamide). The reagents and catalysts are S(=O)(=O)([O-])[O-].[Cu+2] (copper (II) sulfate). Run in ClCCl (dichloromethane). Run at time 48 hour. Product: O1CC(C1)\C=N\[S@@](=O)C(C)(C)C ((S)-2-methyl-propane-2-sulfinic acid 1-oxetan-3-yl-meth-(E)-ylideneamide). Isolated yield 29.0%. As a reaction SMILES: [O:1]1[CH2:4][CH:3]([CH:5]=O)[CH2:2]1.[CH3:7][C:8]([S@@:11]([NH2:13])=[O:12])([CH3:10])[CH3:9]>ClCCl.S([O-])([O-])(=O)=O.[Cu+2]>[O:1]1[CH2:4][CH:3](/[CH:5]=[N:13]/[S@:11]([C:8]([CH3:10])([CH3:9])[CH3:7])=[O:12])[CH2:2]1 |f:3.4|. Reported procedure: In a round-bottomed flask, oxetane-3-carbaldehyde (452 mg, 3.15 mmol) was dissolved in dichloromethane (18 ml) and (S)-2-methylpropane-2-sulfinamide (435 mg, 3.59 mmol) and anhydrous copper (II) sulfate (1.11 g, 6.93 mmol) were added. The reaction mixture was stirred at room temperature for 48 h then filtered through a glass microfiber filter, rinsing with dichloromethane. The filtrate was concentrated and the residue was chromatographed over silica gel with EtOAc/hexanes (gradient: 0-30% EtOAc)...